The task is: describe an organic reaction: reactants, conditions, products, and yield. This data is from the Open Reaction Database (ORD), a public repository of structured organic reaction records. The reactants are OC1=CC=C2C(NC(=NC2=C1)C(C(CC)(C)C)=O)=O (7-hydroxy-3-methylpivaloyl-3,4-dihydroquinazolin-4-one), N(=NC(=O)OCC)C(=O)OCC (diethyl azodicarboxylate), OCCCN1CCOCC1 (4-(3-hydroxypropyl)morpholine), C1(=CC=CC=C1)P(C1=CC=CC=C1)C1=CC=CC=C1 (triphenylphosphine). Run in C(Cl)Cl (methylene chloride). Run at temperature 5 celsius, time 5 minute. Yields the product CCC(C(=O)C1=NC2=CC(=CC=C2C(N1)=O)OCCCN1CCOCC1)(C)C (3-methylpivaloyl-7-(3-morpholinopropoxy)-3,4-dihydroquinazolin-4-one). The yield is 71.2%. As a reaction SMILES: [OH:1][C:2]1[CH:11]=[C:10]2[C:5]([C:6](=[O:19])[NH:7][C:8]([C:12](=[O:18])[C:13]([CH3:17])([CH3:16])[CH2:14][CH3:15])=[N:9]2)=[CH:4][CH:3]=1.O[CH2:21][CH2:22][CH2:23][N:24]1[CH2:29][CH2:28][O:27][CH2:26][CH2:25]1.C1(P(C2C=CC=CC=2)C2C=CC=CC=2)C=CC=CC=1.N(C(OCC)=O)=NC(OCC)=O>C(Cl)Cl>[CH3:15][CH2:14][C:13]([CH3:16])([CH3:17])[C:12]([C:8]1[NH:7][C:6](=[O:19])[C:5]2[C:10](=[CH:11][C:2]([O:1][CH2:21][CH2:22][CH2:23][N:24]3[CH2:29][CH2:28][O:27][CH2:26][CH2:25]3)=[CH:3][CH:4]=2)[N:9]=1)=[O:18]. Reported procedure: 7-hydroxy-3-methylpivaloyl-3,4-dihydroquinazolin-4-one (750mg, 2.7 mmol) was suspended in methylene chloride (40 ml) and 4-(3-hydroxypropyl)morpholine (490 mg, 3.4 mmol) and triphenylphosphine (890 mg, 3.4 mmol) were added at 5° C. The mixture was stirred for 5 minutes at 5° C. and diethyl azodicarboxylate (590 mg, 3.4 mmol) was added over 5 minutes. The reaction mixture was stirred at 5° C. for 30 minutes then at ambient temperature for 1 hour. The reaction mixture was purified directly by colu... Starting materials: solution, C(CCC)[Li] (n-butyl lithium), O1CCCC1 (tetrahydrofuran), C(C1=CC=CC=C1)(=O)C1=C2CCC(C2=CC=C1)=O (4-benzoylindan-1-one), S1CSCCC1 (1,3-dithian), O1CCCC1 (tetrahydrofuran). Run in CCCCCC (hexane). Run at temperature -20 celsius, time 30 minute. Yields the product C(C1=CC=CC=C1)(=O)C1=C2CCC(C2=CC=C1)(O)C1SCCCS1 (2-(4-benzoyl-1-hydroxy-1-indanyl)-1,3-dithian). RXN SMILES: O1CCCC1.[S:6]1[CH2:11][CH2:10][CH2:9][S:8][CH2:7]1.C([Li])CCC.[C:17]([C:25]1[CH:33]=[CH:32][CH:31]=[C:30]2[C:26]=1[CH2:27][CH2:28][C:29]2=[O:34])(=[O:24])[C:18]1[CH:23]=[CH:22][CH:21]=[CH:20][CH:19]=1>CCCCCC>[C:17]([C:25]1[CH:33]=[CH:32][CH:31]=[C:30]2[C:26]=1[CH2:27][CH2:28][C:29]2([CH:7]1[S:8][CH2:9][CH2:10][CH2:11][S:6]1)[OH:34])(=[O:24])[C:18]1[CH:19]=[CH:20][CH:21]=[CH:22][CH:23]=1. Reported procedure: In 100 ml. of dry tetrahydrofuran is dissolved 3.6 g. of 1,3-dithian and while the solution is chilled to -30° C in nitrogen gas streams and stirred, 10 ml. of a 20 % solution of n-butyl lithium in hexane is added dropwise over a period of about 15 minutes. After the dropwise addition has been completed, the solution is stirred at that temperature for 2 hours and, then, at -50° C for 30 minutes. The solution is chilled again to -20° C and, under stirring, a solution of 7.1 g. of 4-benzoylindan-1... The reactants are CC(C)(C)n1c(-c2ccccc2I)nc2cc(-c3cnc(N)nc3)ccc21, O=C([O-])[O-], Cc1coc(C)n1, CCOC(C)=O, [Cs+], [Cs+], CC(=O)[O-], CC(=O)[O-], CN(C)C=O, O, [Pd+2], c1ccc(P(c2ccccc2)c2ccccc2)cc1. The product is Cc1nc(C)c(-c2ccccc2-c2nc3cc(-c4cnc(N)nc4)ccc3n2C(C)(C)C)o1. Reaction SMILES: [C:1]([CH3:2])([CH3:3])([CH3:4])[n:5]1[c:6](-[c:21]2[c:22]([I:27])[cH:23][cH:24][cH:25][cH:26]2)[n:7][c:8]2[c:9]1[cH:10][cH:11][c:12](-[c:14]1[cH:15][n:16][c:17]([NH2:20])[n:18][cH:19]1)[cH:13]2.[C:54](=[O:55])([O-:56])[O-:57].[CH3:28][c:29]1[o:30][cH:31][c:32]([CH3:34])[n:33]1.[CH3:65][CH2:66][O:67][C:68]([CH3:69])=[O:70].[Cs+:58].[Cs+:59].[O-:73][C:74]([CH3:75])=[O:76].[O-:77][C:78]([CH3:79])=[O:80].[O:60]=[CH:61][N:62]([CH3:63])[CH3:64].[OH2:71].[Pd+2:72].[c:35]1([P:36]([c:37]2[cH:38][cH:39][cH:40][cH:41][cH:42]2)[c:43]2[cH:44][cH:45][cH:46][cH:47][cH:48]2)[cH:49][cH:50][cH:51][cH:52][cH:53]1>>[C:1]([CH3:2])([CH3:3])([CH3:4])[n:5]1[c:6](-[c:21]2[c:22](-[c:31]3[o:30][c:29]([CH3:28])[n:33][c:32]3[CH3:34])[cH:23][cH:24][cH:25][cH:26]2)[n:7][c:8]2[c:9]1[cH:10][cH:11][c:12](-[c:14]1[cH:15][n:16][c:17]([NH2:20])[n:18][cH:19]1)[cH:13]2. Starting materials: DNA, OP(=O)(O)[O-].OP(=O)([O-])[O-].[Na+].[Na+].[Na+].[Cl-].[Cl-].[K+].[K+] (Phosphate-buffered saline), lactones, [Na+].[Cl-] (NaCl), CCC1=C2C=C(C=CC2=NC3=C1CN4C3=CC5=C(C4=O)COC(=O)[C@@]5(CC)O)OC(=O)N6CCC(CC6)N7CCCCC7 (CPT-11), [Cl-].[K+] (KCl), OP(=O)(O)[O-].[K+] (KH2PO4), CC[C@@]1(C2=C(COC1=O)C(=O)N3CC=4C=C5C=CC=CC5=NC4C3=C2)O (Camptothecin), oligonucleotides, Na2HPO4. Solvent: P(=O)([O-])([O-])[O-] (phosphate). The product is oligonucleotides, CC[C@@]1(C2=C(COC1=O)C(=O)N3CC=4C=C5C(C=CC(=C5CN(C)C)O)=NC4C3=C2)O (topotecan). Reaction SMILES: CC[C@@]1(O)C(=O)OCC2[C:10]([N:12]3[C:24](=CC1=2)C1N=C2C(C=CC=C2)=CC=1[CH2:13]3)=O.OP([O-])(O)=O.OP([O-])([O-])=O.[Na+].[Na+].[Na+].[Cl-].[Cl-].[K+].[K+].OP([O-])(O)=O.[K+].[Na+].[Cl-].[Cl-].[K+].CC[C:56]1[C:65]2[CH2:66][N:67]3[C:72](=[O:73])[C:71]4[CH2:74][O:75][C:76]([C@:78]([OH:81])([CH2:79][CH3:80])[C:70]=4[CH:69]=[C:68]3[C:64]=2[N:63]=[C:62]2[C:57]=1[CH:58]=[C:59]([O:82]C(N1CCC(N3CCCCC3)CC1)=O)[CH:60]=[CH:61]2)=[O:77]>P([O-])([O-])([O-])=O>[CH3:80][CH2:79][C@@:78]1([OH:81])[C:76](=[O:77])[O:75][CH2:74][C:71]2[C:72]([N:67]3[C:68](=[CH:69][C:70]1=2)[C:64]1[N:63]=[C:62]2[CH:61]=[CH:60][C:59]([OH:82])=[C:58]([CH2:10][N:12]([CH3:24])[CH3:13])[C:57]2=[CH:56][C:65]=1[CH2:66]3)=[O:73] |f:1.2.3.4.5.6.7.8.9,10.11,12.13,14.15|. Procedure details: Camptothecin drugs reversibly complexed to synthetic oligonucleotides in their lactones forms were produced in phosphate-buffered-saline using the following procedure. The Phosphate-buffered saline (PBS) buffer contained 8 mM Na2HPO4, 1 mM KH2PO4, 137 mM NaCl and 3 mM KCl (pH 7.4). The oligonucleotides d(CGTACG) were synthesized on an automated DNA synthesizer at the Genetic Facility of University of Illinois at Urbana Champaign. In addition, (dG-dC)15 and (dA-dT)15 were purchased from IDT (Cora... Starting materials: O1C2C13[C@@H](C([C@H]1[C@@H]4C[C@H](C([C@@]4(C)CC[C@@H]1[C@]3(C(=CC2=O)C)C)=O)F)=C)C (4,5-epoxy-16α-fluoro-1,6β-dimethyl-7-methylenandrost-1-ene-3,17-dione), Cl (hydrogen chloride). Solvent: C(C)(=O)O (acetic acid). Product: ClC1=C2[C@@H](C([C@H]3[C@@H]4C[C@H](C([C@@]4(C)CC[C@@H]3[C@]2(C(=CC1=O)C)C)=O)F)=C)C (4-chloro-16α-fluoro-1,6β-dimethyl-7-methylen-androsta-1,4-diene-3,17-dione). RXN SMILES: O1[C:3]23[C@:16]([CH3:22])([C:17]([CH3:21])=[CH:18][C:19](=[O:20])[CH:2]12)[C@@H:15]1[C@H:6]([C@H:7]2[C@@:11]([CH2:13][CH2:14]1)([CH3:12])[C:10](=[O:23])[C@H:9]([F:24])[CH2:8]2)[C:5](=[CH2:25])[C@H:4]3[CH3:26].[ClH:27]>C(O)(=O)C>[Cl:27][C:2]1[C:19](=[O:20])[CH:18]=[C:17]([CH3:21])[C@@:16]2([CH3:22])[C:3]=1[C@H:4]([CH3:26])[C:5](=[CH2:25])[C@@H:6]1[C@@H:15]2[CH2:14][CH2:13][C@@:11]2([CH3:12])[C@H:7]1[CH2:8][C@@H:9]([F:24])[C:10]2=[O:23]. Reported procedure: A solution of 4,5-epoxy-16α-fluoro-1,6β-dimethyl-7-methylenandrost-1-ene-3,17-dione (359 mg) in glacial acetic acid (5 ml) is treated with gaseous hydrogen chloride for about 30 min at room temperature. The precipitate is filtered off, washed with diethylether and then chromatographed on silica gel to give pure 4-chloro-16α-fluoro-1,6β-dimethyl-7-methylen-androsta-1,4-diene-3,17-dione (245 mg). The reactants are Brc1ccc2occc2c1, C1CCNCC1, CC(C)(C)[O-], Cc1ccccc1, [Fe+2], [Na+], c1ccc(P(c2ccccc2)[c-]2cccc2)cc1, c1ccc(P(c2ccccc2)[c-]2cccc2)cc1. The product is c1cc2cc(N3CCCCC3)ccc2o1. As a reaction SMILES: [Br:1][c:2]1[cH:3][cH:4][c:5]2[c:6]([cH:7][cH:8][o:9]2)[cH:10]1.[CH2:11]1[CH2:12][CH2:13][NH:14][CH2:15][CH2:16]1.[CH3:17][C:18]([CH3:19])([O-:20])[CH3:21].[CH3:23][c:24]1[cH:25][cH:26][cH:27][cH:28][cH:29]1.[Fe+2:66].[Na+:22].[cH:30]1[cH:31][cH:32][c:33]([P:34]([c:35]2[cH:36][cH:37][cH:38][cH:39][cH:40]2)[c-:41]2[cH:42][cH:43][cH:44][cH:45]2)[cH:46][cH:47]1.[cH:48]1[cH:49][cH:50][c:51]([P:52]([c:53]2[cH:54][cH:55][cH:56][cH:57][cH:58]2)[c-:59]2[cH:60][cH:61][cH:62][cH:63]2)[cH:64][cH:65]1>>[c:2]1([N:14]2[CH2:13][CH2:12][CH2:11][CH2:16][CH2:15]2)[cH:3][cH:4][c:5]2[c:6]([cH:7][cH:8][o:9]2)[cH:10]1. The reactants are C(=C)C1=CC=C(C=N1)C#N (6-ethenylpyridine-3-carbonitrile), BrN1C(CCC1=O)=O (N-bromosuccinimide), [OH-].[Na+] (sodium hydroxide). Run in O (H2O), CC(C)(C)O (t-BuOH), O (H2O). Conditions: temperature 40 celsius, time 1 hour. Yields the product O1C(C1)C1=CC=C(C=N1)C#N (6-(oxiran-2-yl) pyridine-3-carbonitrile). Reaction SMILES: [CH:1]([C:3]1[N:8]=[CH:7][C:6]([C:9]#[N:10])=[CH:5][CH:4]=1)=[CH2:2].BrN1C(=[O:17])CCC1=O.[OH-].[Na+]>O.CC(O)(C)C>[O:17]1[CH2:2][CH:1]1[C:3]1[N:8]=[CH:7][C:6]([C:9]#[N:10])=[CH:5][CH:4]=1 |f:2.3|. Reported procedure: A solution of 6-ethenylpyridine-3-carbonitrile (0.742 g, 5.70 mmol) in a 2:1 ratio of H2O:t-BuOH (30 mL) was treated with N-bromosuccinimide in portions over 5 minutes (1.07 g, 5.99 mmol) and stirred at 40° C. for 1 hour. After cooling to 5° C., the reaction was basified with drop wise addition of a solution of sodium hydroxide (0.684 g in 5 mL of H2O, 17.1 mmol) and stirred for another 1 hour. The reaction mixture was poured into H2O (10 mL) and extracted with EtOAc (2×50 mL). The combined orga... Starting materials: FC1=C(C=CC=C1)[N+](=O)[O-] (2-fluoronitrobenzene), N1=CC=C(C=C1)N1CCC(CC1)CN (1-(4-pyridyl)piperidine-4-methylamine), C([O-])([O-])=O.[K+].[K+] (potassium carbonate). Run in CCOC(=O)C (EtOAc), CN(C)C=O (DMF). Conditions: time 16 hour. The product is [N+](=O)([O-])C1=C(NCC2CCN(CC2)C2=CC=NC=C2)C=CC=C1 (2-nitro-N-[1-(4-pyridyl)piperidin-4-ylmethyl]aniline). Yield: 50.4%. RXN SMILES: F[C:2]1[CH:7]=[CH:6][CH:5]=[CH:4][C:3]=1[N+:8]([O-:10])=[O:9].[N:11]1[CH:16]=[CH:15][C:14]([N:17]2[CH2:22][CH2:21][CH:20]([CH2:23][NH2:24])[CH2:19][CH2:18]2)=[CH:13][CH:12]=1.C(=O)([O-])[O-].[K+].[K+]>CN(C=O)C.CCOC(C)=O>[N+:8]([C:3]1[CH:4]=[CH:5][CH:6]=[CH:7][C:2]=1[NH:24][CH2:23][CH:20]1[CH2:19][CH2:18][N:17]([C:14]2[CH:15]=[CH:16][N:11]=[CH:12][CH:13]=2)[CH2:22][CH2:21]1)([O-:10])=[O:9] |f:2.3.4|. Procedure details: A solution of 2-fluoronitrobenzene (0.13 mL, 1.3 mmol) and 1-(4-pyridyl)piperidine-4-methylamine (242 mg, 1.27 mmol) in DMF (5 mL) was treated with potassium carbonate (175 mg, 1.3 mmol). After 16 h, the mixture was diluted with EtOAc, the organic layer was washed with water (3×), brine, dried with K2CO3, and concentrated. The residue was dissolved in 5% HOAc in MeOH and loaded onto an SCX ion exchange column. Elution with MeOH followed by 2 M NH3 in MeOH yielded 200 mg of the title compound; wh... Starting materials: COC=1C=C2C(C=CNC2=CC1OC)=S (6,7-Dimethoxy-1H-quinolin-4-thione), BrC=1SC(=CC1)[N+](=O)[O-] (2-bromo-5-nitrothiophene), C([O-])([O-])=O.[K+].[K+] (potassium carbonate). Run in CN(C=O)C (dimethylformamide), C(C)(=O)OCC (ethyl acetate), CCCCCC (hexane), O (water), C(C)(=O)OCC (ethyl acetate). Product: COC=1C=C2C(=CC=NC2=CC1OC)SC=1SC(=CC1)[N+](=O)[O-] (6,7-Dimethoxy-4-(5-nitrothiophen-2-ylsulfanyl)quinoline). The yield is 55.4%. As a reaction SMILES: [CH3:1][O:2][C:3]1[CH:4]=[C:5]2[C:10](=[CH:11][C:12]=1[O:13][CH3:14])[NH:9][CH:8]=[CH:7][C:6]2=[S:15].Br[C:17]1[S:18][C:19]([N+:22]([O-:24])=[O:23])=[CH:20][CH:21]=1.C(=O)([O-])[O-].[K+].[K+]>CN(C)C=O.CCCCCC.C(OCC)(=O)C.O>[CH3:1][O:2][C:3]1[CH:4]=[C:5]2[C:10](=[CH:11][C:12]=1[O:13][CH3:14])[N:9]=[CH:8][CH:7]=[C:6]2[S:15][C:17]1[S:18][C:19]([N+:22]([O-:24])=[O:23])=[CH:20][CH:21]=1 |f:2.3.4|. Reported procedure: 6,7-Dimethoxy-1H-quinolin-4-thione (2.21 g, 10.0 mmol), 2-bromo-5-nitrothiophene (2.29 g, 11.0 mmol) and potassium carbonate (2.07 g, 15.0 mmol) were stirred in dimethylformamide (30 ml) at room temperature for 1 hour. The reaction solution was distributed between ethyl acetate and water, the organic layer was washed with 1N aqueous sodium hydroxide, water and saturated saline and dried over anhydrous magnesium sulfate, the drying agent was filtered off and the filtrate was distilled off under r... Reactants: COC(=O)C=1N(C2=CC(=C(C(=C2C1)Cl)OC1=CC(=C(C=C1)OC)C(C)C)Cl)C (4,6-dichloro-5-(3-isopropyl-4-methoxy-phenoxy)-1-methyl-1H-indole-2-carboxylic acid methyl ester), B(Br)(Br)Br (boron tribromide). The solvent is C(Cl)Cl (methylene chloride). Run at time 1.5 hour. Product: COC(=O)C=1N(C2=CC(=C(C(=C2C1)Cl)OC1=CC(=C(C=C1)O)C(C)C)Cl)C (4,6-Dichloro-5-(4-hydroxy-3-isopropyl-phenoxy)-1-methyl-1H-indole-2-carboxylic acid methyl ester). Yield: 71.3%. As a reaction SMILES: [CH3:1][O:2][C:3]([C:5]1[N:6]([CH3:28])[C:7]2[C:12]([CH:13]=1)=[C:11]([Cl:14])[C:10]([O:15][C:16]1[CH:21]=[CH:20][C:19]([O:22]C)=[C:18]([CH:24]([CH3:26])[CH3:25])[CH:17]=1)=[C:9]([Cl:27])[CH:8]=2)=[O:4].B(Br)(Br)Br>C(Cl)Cl>[CH3:1][O:2][C:3]([C:5]1[N:6]([CH3:28])[C:7]2[C:12]([CH:13]=1)=[C:11]([Cl:14])[C:10]([O:15][C:16]1[CH:21]=[CH:20][C:19]([OH:22])=[C:18]([CH:24]([CH3:25])[CH3:26])[CH:17]=1)=[C:9]([Cl:27])[CH:8]=2)=[O:4]. Procedure details: To a solution of 4,6-dichloro-5-(3-isopropyl-4-methoxy-phenoxy)-1-methyl-1H-indole-2-carboxylic acid methyl ester (46 mg, 0.11 mmol) in dry methylene chloride (1 mL) at room temperature was added boron tribromide (1M in methylene chloride, 0.22 mL, 0.22 mmol). After stirring at room temperature for 1.5 hours, the reaction was quenched with methanol (0.5 mL), stirred for 15 minutes, then diluted with water (10 mL), and stirred for another 15 minutes. The solution was extracted with methylene chlo...